From a dataset of the Open Reaction Database (ORD), a public repository of structured organic reaction records. describe an organic reaction: reactants, conditions, products, and yield Reactants: CCc1ccccc1, CI, COC(=O)C1CCOCC1, CCCCCCC, CCCCCC, CC(C)[N-]C(C)C, [Cl-], [Li+], [NH4+], C1CCOC1. Product: COC(=O)C1(C)CCOCC1. RXN SMILES: [CH2:28]([c:29]1[cH:30][cH:31][cH:32][cH:33][cH:34]1)[CH3:35].[CH3:19][I:20].[CH3:1][O:2][C:3](=[O:4])[CH:5]1[CH2:6][CH2:7][O:8][CH2:9][CH2:10]1.[CH3:36][CH2:37][CH2:38][CH2:39][CH2:40][CH2:41][CH3:42].[CH3:43][CH2:44][CH2:45][CH2:46][CH2:47][CH3:48].[CH:11]([N-:12][CH:13]([CH3:14])[CH3:15])([CH3:16])[CH3:17].[Cl-:21].[Li+:18].[NH4+:22].[O:23]1[CH2:24][CH2:25][CH2:26][CH2:27]1>>[CH3:1][O:2][C:3](=[O:4])[C:5]1([CH3:11])[CH2:6][CH2:7][O:8][CH2:9][CH2:10]1. The reactants are N1(CCSCC1)CCCOC1=CC=C(C=C1)C1(CCOCC1)C#N (4-[4-(3-thiomorpholin-4-ylpropoxy)phenyl]tetrahydro-2H-pyran-4-carbonitrile), [H-].[Al+3].[Li+].[H-].[H-].[H-] (lithium aluminium hydride), intermediate 51. Yields the product N1(CCSCC1)CCCOC1=CC=C(C=C1)C1(CCOCC1)CN (1-{4-[4-(3-thiomorpholin-4-ylpropoxy)phenyl]tetrahydro-2H-pyran-4-yl}methanamine). Yield: 92.0%. RXN SMILES: [N:1]1([CH2:7][CH2:8][CH2:9][O:10][C:11]2[CH:16]=[CH:15][C:14]([C:17]3([C:23]#[N:24])[CH2:22][CH2:21][O:20][CH2:19][CH2:18]3)=[CH:13][CH:12]=2)[CH2:6][CH2:5][S:4][CH2:3][CH2:2]1.[H-].[Al+3].[Li+].[H-].[H-].[H-]>>[N:1]1([CH2:7][CH2:8][CH2:9][O:10][C:11]2[CH:12]=[CH:13][C:14]([C:17]3([CH2:23][NH2:24])[CH2:22][CH2:21][O:20][CH2:19][CH2:18]3)=[CH:15][CH:16]=2)[CH2:6][CH2:5][S:4][CH2:3][CH2:2]1 |f:1.2.3.4.5.6|. Procedure details: The title compound (1.58 g, 92%) was prepared using 4-[4-(3-thiomorpholin-4-ylpropoxy)phenyl]tetrahydro-2H-pyran-4-carbonitrile and lithium aluminium hydride similarly to the procedure used for intermediate 51. LRMS APCI+ m/z 351 [MH]+. Starting materials: CCCCc1cc(OC2CCN(CCN3C(=O)c4ccccc4C3=O)CC2)c2ncccc2c1, CCO, NN, O. Yields the product CCCCc1cc(OC2CCN(CCN)CC2)c2ncccc2c1. Reaction SMILES: [CH2:1]([CH2:2][CH2:3][CH3:4])[c:5]1[cH:6][c:7]2[cH:8][cH:9][cH:10][n:11][c:12]2[c:13]([O:15][CH:16]2[CH2:17][CH2:18][N:19]([CH2:22][CH2:23][N:24]3[C:25](=[O:26])[c:27]4[c:28]([cH:29][cH:30][cH:31][cH:32]4)[C:33]3=[O:34])[CH2:20][CH2:21]2)[cH:14]1.[CH3:38][CH2:39][OH:40].[NH2:36][NH2:37].[OH2:35]>>[CH2:1]([CH2:2][CH2:3][CH3:4])[c:5]1[cH:6][c:7]2[cH:8][cH:9][cH:10][n:11][c:12]2[c:13]([O:15][CH:16]2[CH2:17][CH2:18][N:19]([CH2:22][CH2:23][NH2:24])[CH2:20][CH2:21]2)[cH:14]1. Starting materials: [BH4-].[Na+] (sodium borohydride), ClC=1C=C(C=CC1)C(C(C(=O)OCC)CC=1C=CC2=C(C(CO2)(C)C)C1)=O (ethyl 3-(3-chlorophenyl)-2-[(3,3-dimethyl-2,3-dihydro-1-benzofuran-5-yl)methyl]-3-oxopropionate). The reagents and catalysts are [Cl-].[Zn+2].[Cl-] (zinc chloride). Run in CCOCC (ether), CCOCC (ether). Reaction conditions: time 2 hour. The product is ClC=1C=C(C=CC1)C(C(C(=O)OCC)CC=1C=CC2=C(C(CO2)(C)C)C1)O (ethyl (2RS,3RS)-3-(3-chlorophenyl)-2-[(3,3-dimethyl-2,3-dihydro-1-benzofuran-5-yl)methyl]-3-hydroxypropionate). Yield: 85.5%. As a reaction SMILES: [BH4-].[Na+].[Cl:3][C:4]1[CH:5]=[C:6]([C:10](=[O:29])[CH:11]([CH2:17][C:18]2[CH:19]=[CH:20][C:21]3[O:25][CH2:24][C:23]([CH3:27])([CH3:26])[C:22]=3[CH:28]=2)[C:12]([O:14][CH2:15][CH3:16])=[O:13])[CH:7]=[CH:8][CH:9]=1>CCOCC.[Cl-].[Zn+2].[Cl-]>[Cl:3][C:4]1[CH:5]=[C:6]([CH:10]([OH:29])[CH:11]([CH2:17][C:18]2[CH:19]=[CH:20][C:21]3[O:25][CH2:24][C:23]([CH3:26])([CH3:27])[C:22]=3[CH:28]=2)[C:12]([O:14][CH2:15][CH3:16])=[O:13])[CH:7]=[CH:8][CH:9]=1 |f:0.1,4.5.6|. Procedure: To a suspension (140 ml) of zinc chloride (9.90 g, 72.6 mmol) in ether was added sodium borohydride (5.50 g, 145.2 mmol) at room temperature, and the mixture was stirred as it was for 2 hrs. Insoluble material was filtered off, and to the filtrate was added a solution of ethyl 3-(3-chlorophenyl)-2-[(3,3-dimethyl-2,3-dihydro-1-benzofuran-5-yl)methyl]-3-oxopropionate (14.04 g, 36.3 mmol) in ether (50 ml), and the mixture was stirred at room temperature for 1.5 hrs. The reaction was quenched with 3...